Dataset: the Open Reaction Database (ORD), a public repository of structured organic reaction records. Task: describe an organic reaction: reactants, conditions, products, and yield The reactants are sulfonamide, N1CCC(CC1)COC1=C2C(=NC(=NC2=CC=C1)N)N (5-(piperidin-4-ylmethoxy)quinazoline-2,4-diamine), FC=1C=C(C=CC1F)S(=O)(=O)Cl (3,4-difluorobenzenesulfonyl chloride). The product is FC=1C=C(C=CC1F)S(=O)(=O)C1(CCNCC1)COC1=C2C(=NC(=NC2=CC=C1)N)N (5-[4-(3,4-Difluorobenzenesulfonyl)-piperidin-4-ylmethoxy]quinazoline-2,4-diamine). Isolated yield 99.0%. RXN SMILES: [NH:1]1[CH2:6][CH2:5][CH:4]([CH2:7][O:8][C:9]2[CH:18]=[CH:17][CH:16]=[C:15]3[C:10]=2[C:11]([NH2:20])=[N:12][C:13]([NH2:19])=[N:14]3)[CH2:3][CH2:2]1.[F:21][C:22]1[CH:23]=[C:24]([S:29](Cl)(=[O:31])=[O:30])[CH:25]=[CH:26][C:27]=1[F:28]>>[F:21][C:22]1[CH:23]=[C:24]([S:29]([C:4]2([CH2:7][O:8][C:9]3[CH:18]=[CH:17][CH:16]=[C:15]4[C:10]=3[C:11]([NH2:20])=[N:12][C:13]([NH2:19])=[N:14]4)[CH2:5][CH2:6][NH:1][CH2:2][CH2:3]2)(=[O:30])=[O:31])[CH:25]=[CH:26][C:27]=1[F:28]. Procedure details: The sulfonamide was obtained by reacting 5-(piperidin-4-ylmethoxy)quinazoline-2,4-diamine (50 mg; 0.18 mmol) and 3,4-difluorobenzenesulfonyl chloride (79 mg; 0.37 mmol) via Method AA to yield 80 mg. (99% yield). 1HNMR (400 MHz, DMSO-d6) δ 7.88 (m, 1H), 7.73 (m, 1H), 7.65 (m, 1H), 7.33 (t, J=8.0 Hz, 1H), 7.11 (br s, 2H), 6.75 (dd, J=8.0, 0.4 Hz, 1H), 6.50 (d, J=7.6 Hz, 1H), 5.93 (br s, 2H), 3.97 (d, J=6.0 Hz, 2H), 3.69 (br d, J=11.6 Hz, 2H), 2.34 (m, 2H), 1.87 (m, 3H), 1.36 (m, 2H). MS m/z (ESI) ... Starting materials: CC1(C)OB(c2ccc(O)cc2)OC1(C)C, N#Cc1nccnc1Cl, OCc1ccc(B(O)O)cc1, CCOC(=O)c1nc(N2CCc3cccc(C(=O)N(COCC[Si](C)(C)C)c4nc5ccccc5s4)c3C2)sc1-c1ccc(CO)cc1. Yields the product N#Cc1nccnc1-c1ccc(O)cc1. RXN SMILES: [CH3:69][C:70]1([CH3:71])[C:72]([CH3:73])([CH3:74])[O:75][B:76]([c:77]2[cH:78][cH:79][c:80]([OH:83])[cH:81][cH:82]2)[O:84]1.[Cl:60][c:61]1[c:62]([C:67]#[N:68])[n:63][cH:64][cH:65][n:66]1.[OH:49][CH2:50][c:51]1[cH:52][cH:53][c:54]([B:55]([OH:56])[OH:57])[cH:58][cH:59]1.[s:1]1[c:2]2[cH:3][cH:4][cH:5][cH:6][c:7]2[n:8][c:9]1[N:10]([CH2:11][O:12][CH2:13][CH2:14][Si:15]([CH3:16])([CH3:17])[CH3:18])[C:19]([c:20]1[cH:21][cH:22][cH:23][c:24]2[c:25]1[CH2:26][N:27]([c:28]1[s:29][c:30](-[c:31]3[cH:32][cH:33][c:34]([CH2:35][OH:36])[cH:37][cH:38]3)[c:39]([C:40]([O:41][CH2:42][CH3:43])=[O:44])[n:45]1)[CH2:46][CH2:47]2)=[O:48]>>[c:61]1(-[c:77]2[cH:78][cH:79][c:80]([OH:83])[cH:81][cH:82]2)[c:62]([C:67]#[N:68])[n:63][cH:64][cH:65][n:66]1. The reactants are ClC=1C2=C(N=C(N1)N1CCOCC1)N(CC2)C=2C=NC=CC2 (4-chloro-2-morpholin-4-yl-7-pyridin-3-yl-6,7-dihydro-5H-pyrrolo[2,3-d]pyrimidine), COC(=O)C1=CC=C(C=C1)B(O)O (4-methoxycarbonylphenylboronic acid), B(O)O (boronic acid). The product is COC(C1=CC=C(C=C1)C=1C2=C(N=C(N1)N1CCOCC1)N(CC2)C=2C=NC=CC2)=O (4-(2-Morpholin-4-yl-7-pyridin-3-yl-6,7-dihydro-5H-pyrrolo[2,3-d]pyrimidin-4-yl)-benzoic acid methyl ester). As a reaction SMILES: Cl[C:2]1[C:3]2[CH2:16][CH2:15][N:14]([C:17]3[CH:18]=[N:19][CH:20]=[CH:21][CH:22]=3)[C:4]=2[N:5]=[C:6]([N:8]2[CH2:13][CH2:12][O:11][CH2:10][CH2:9]2)[N:7]=1.[CH3:23][O:24][C:25]([C:27]1[CH:32]=[CH:31][C:30](B(O)O)=[CH:29][CH:28]=1)=[O:26].B(O)O>>[CH3:23][O:24][C:25](=[O:26])[C:27]1[CH:32]=[CH:31][C:30]([C:2]2[C:3]3[CH2:16][CH2:15][N:14]([C:17]4[CH:18]=[N:19][CH:20]=[CH:21][CH:22]=4)[C:4]=3[N:5]=[C:6]([N:8]3[CH2:13][CH2:12][O:11][CH2:10][CH2:9]3)[N:7]=2)=[CH:29][CH:28]=1. Procedure details: In the same manner as Example 1-B-10, using 4-chloro-2-morpholin-4-yl-7-pyridin-3-yl-6,7-dihydro-5H-pyrrolo[2,3-d]pyrimidine, and 4-methoxycarbonylphenylboronic acid as a boronic acid, the desired compound was obtained. Starting materials: CCO, COc1cc(NC(C)CCCN2C(=O)c3ccccc3C2=O)c2nccc(C)c2c1Oc1ccc(Cl)c(Cl)c1. The product is COc1cc(NC(C)CCCN)c2nccc(C)c2c1Oc1ccc(Cl)c(Cl)c1. Reaction SMILES: [CH3:40][CH2:41][OH:42].[Cl:1][c:2]1[cH:3][c:4]([O:5][c:6]2[c:7]3[c:8]([CH3:35])[cH:9][cH:10][n:11][c:12]3[c:13]([NH:18][CH:19]([CH2:20][CH2:21][CH2:22][N:23]3[C:24](=[O:25])[c:26]4[cH:27][cH:28][cH:29][cH:30][c:31]4[C:32]3=[O:33])[CH3:34])[cH:14][c:15]2[O:16][CH3:17])[cH:36][cH:37][c:38]1[Cl:39]>>[Cl:1][c:2]1[cH:3][c:4]([O:5][c:6]2[c:7]3[c:8]([CH3:35])[cH:9][cH:10][n:11][c:12]3[c:13]([NH:18][CH:19]([CH2:20][CH2:21][CH2:22][NH2:23])[CH3:34])[cH:14][c:15]2[O:16][CH3:17])[cH:36][cH:37][c:38]1[Cl:39]. Reactants: CC(C)(C)OC(=O)N1CCC(OS(C)(=O)=O)CC1, O=C([O-])[O-], CC#N, Sc1ccc(Cl)c(Cl)c1, [K+], [K+], O. Product: CC(C)(C)OC(=O)N1CCC(Sc2ccc(Cl)c(Cl)c2)CC1. Reaction SMILES: [C:1]([CH3:2])([CH3:3])([CH3:4])[O:5][C:6](=[O:7])[N:8]1[CH2:9][CH2:10][CH:11]([O:14][S:15]([CH3:16])(=[O:17])=[O:18])[CH2:12][CH2:13]1.[C:28](=[O:29])([O-:30])[O-:31].[CH3:35][C:36]#[N:37].[Cl:19][c:20]1[cH:21][c:22]([SH:27])[cH:23][cH:24][c:25]1[Cl:26].[K+:32].[K+:33].[OH2:34]>>[C:1]([CH3:2])([CH3:3])([CH3:4])[O:5][C:6](=[O:7])[N:8]1[CH2:9][CH2:10][CH:11]([S:27][c:22]2[cH:21][c:20]([Cl:19])[c:25]([Cl:26])[cH:24][cH:23]2)[CH2:12][CH2:13]1.